Dataset: the Open Reaction Database (ORD), a public repository of structured organic reaction records. Task: describe an organic reaction: reactants, conditions, products, and yield Reactants: FC1=C(C=CC(=C1)F)SC=1C=C(C(=O)O)C=CC1[N+](=O)[O-] (3-(2,4-difluorophenylthio)-4-nitrobenzoic acid), C(C)O (ethanol). The solvent is Cl (hydrogen chloride). Yields the product FC1=C(C=CC(=C1)F)SC=1C=C(C(=O)OCC)C=CC1[N+](=O)[O-] (ethyl 3-(2,4-difluorophenylthio)-4-nitrobenzoate). As a reaction SMILES: [F:1][C:2]1[CH:7]=[C:6]([F:8])[CH:5]=[CH:4][C:3]=1[S:9][C:10]1[CH:11]=[C:12]([CH:16]=[CH:17][C:18]=1[N+:19]([O-:21])=[O:20])[C:13]([OH:15])=[O:14].[CH2:22](O)[CH3:23]>Cl>[F:1][C:2]1[CH:7]=[C:6]([F:8])[CH:5]=[CH:4][C:3]=1[S:9][C:10]1[CH:11]=[C:12]([CH:16]=[CH:17][C:18]=1[N+:19]([O-:21])=[O:20])[C:13]([O:15][CH2:22][CH3:23])=[O:14]. Procedure: A solution of 3-(2,4-difluorophenylthio)-4-nitrobenzoic acid (1.2 g) in 20% hydrogen chloride in ethanol (3 ml) was refluxed for 2 hours. The mixture was concentrated. The residue was dissolved in ethyl acetate and washed with an aqueous solution of sodium bicarbonate and water successively. The extract was evaporated and the residual oil was crystallized from a mixture of hexane and ethanol to give crystals of ethyl 3-(2,4-difluorophenylthio)-4-nitrobenzoate (1.1 g). Reactants: acid chloride, Cl.CNOC (N,O-dimethylhydroxylamine hydrochloride), COC1=C2CC(CC(C2=CC=C1OC)C(=O)O)C1=CC=CC=C1 (5,6-Dimethoxy-3-phenyl-1,2,3,4-tetrahydronaphthalene-1-carboxylic acid), N1=CC=CC=C1 (pyridine), C(C(=O)Cl)(=O)Cl (oxalyl chloride). Solvent: C(C)O (ethanol), C1(=CC=CC=C1)C (toluene). Reaction conditions: temperature 0 celsius, time 4 hour. Yields the product CON(C(=O)C1CC(CC2=C(C(=CC=C12)OC)OC)C1=CC=CC=C1)C (N-Methoxy-N-methyl-5,6-dimethoxy-3-phenyl-1,2,3,4-tetrahydro-naphthalene-1-carboxamide). The yield is 98.0%. Reaction SMILES: [CH3:1][O:2][C:3]1[C:12]([O:13][CH3:14])=[CH:11][CH:10]=[C:9]2[C:4]=1[CH2:5][CH:6]([C:18]1[CH:23]=[CH:22][CH:21]=[CH:20][CH:19]=1)[CH2:7][CH:8]2[C:15](O)=[O:16].C(Cl)(=O)C(Cl)=O.Cl.[CH3:31][NH:32][O:33][CH3:34].N1C=CC=CC=1>C1(C)C=CC=CC=1.C(O)C>[CH3:34][O:33][N:32]([CH3:31])[C:15]([CH:8]1[C:9]2[C:4](=[C:3]([O:2][CH3:1])[C:12]([O:13][CH3:14])=[CH:11][CH:10]=2)[CH2:5][CH:6]([C:18]2[CH:19]=[CH:20][CH:21]=[CH:22][CH:23]=2)[CH2:7]1)=[O:16] |f:2.3|. Procedure details: 5,6-Dimethoxy-3-phenyl-1,2,3,4-tetrahydronaphthalene-1-carboxylic acid (5 g, 16 mmol), from Step 3, was suspended in 100 mL of toluene and 5 mL of oxalyl chloride was added. The reaction mixture was heated at reflux temperature for 1.5 h under a nitrogen atmosphere. The solvent was evaporated and excess reagents removed from the residue as an azeotrope with toluene (2×40 mL). The acid chloride and 2 g (20 mmol) of N,O-dimethylhydroxylamine hydrochloride was dissolved in 80 mL of ethanol-free chl... Reactants: C(=O)C=1N(C=C(C(=O)O)C(C1)=O)C1=C(C=C(C=C1)O)C (6-formyl-1-(4-hydroxy-2-methylphenyl)-4-oxo-1,4-dihydronicotinic acid), C(C)OC(=O)C=P(C1=CC=CC=C1)(C1=CC=CC=C1)C1=CC=CC=C1 (ethoxycarbonylmethylenetriphenylphosphorane). Solvent: CO (methanol). The product is C(C)OC(=O)C=CC=1N(C=C(C(=O)O)C(C1)=O)C1=C(C=C(C=C1)O)C (6-(2-ethoxycarbonylethenyl)-1-(4-hydroxy-2-methylphenyl)-4-oxo-1,4-dihydronicotinic acid). Yield: 32.0%. As a reaction SMILES: [CH:1]([C:3]1[N:4]([C:13]2[CH:18]=[CH:17][C:16]([OH:19])=[CH:15][C:14]=2[CH3:20])[CH:5]=[C:6]([C:10](=[O:12])[CH:11]=1)[C:7]([OH:9])=[O:8])=O.[CH2:21]([O:23][C:24]([CH:26]=P(C1C=CC=CC=1)(C1C=CC=CC=1)C1C=CC=CC=1)=[O:25])[CH3:22]>CO>[CH2:21]([O:23][C:24]([CH:26]=[CH:1][C:3]1[N:4]([C:13]2[CH:18]=[CH:17][C:16]([OH:19])=[CH:15][C:14]=2[CH3:20])[CH:5]=[C:6]([C:10](=[O:12])[CH:11]=1)[C:7]([OH:9])=[O:8])=[O:25])[CH3:22]. Reported procedure: In 5 ml of methanol was dissolved 0.15 g of 6-formyl-1-(4-hydroxy-2-methylphenyl)-4-oxo-1,4-dihydronicotinic acid, and 0.19 g of ethoxycarbonylmethylenetriphenylphosphorane was added thereto. They were reacted at room temperature for one hour. After completion of the reaction, the solvent was removed by distillation under reduced pressure, and the residue was purified by a column chromatography (Wako Silica Gel C-200; eluent: chloroform/ethanol (50:1 by volume) mixture) to obtain 0.06 g of 6-(2-... Starting materials: C(C1=CC=CC=C1)[PH2]=O (1-benzylphosphorane-1-oxide), [N+](=O)(O)[O-] (nitric acid), S(O)(O)(=O)=O (sulfuric acid), N (ammonia). Run at temperature 55 celsius, time 2 hour. Product: [N+](=O)([O-])C1=CC=C(C[PH2]=O)C=C1 (1-(4-nitro-benzyl)phosphorane-1-oxide). RXN SMILES: [CH2:1]([PH2:8]=[O:9])[C:2]1[CH:7]=[CH:6][CH:5]=[CH:4][CH:3]=1.[N+:10]([O-])([OH:12])=[O:11].S(=O)(=O)(O)O.N>>[N+:10]([C:5]1[CH:6]=[CH:7][C:2]([CH2:1][PH2:8]=[O:9])=[CH:3][CH:4]=1)([O-:12])=[O:11]. Reported procedure: To 1-benzylphosphorane-1-oxide (4.17 g) were added nitric acid (1.7 ml) and sulfuric acid (11 ml) at 0° C., and the mixture was stirred at 50-60° C. for 2 hours. The reaction mixture was added to crushed ice and neutralized with ammonia solution. The mixture was extracted with ethyl acetate. The organic layer was washed with saturated sodium chloride solution, dried with magnesium sulfate and concentrated. Under reduced pressure, The residue was separated and purified with column chromatography ... Starting materials: Cl.C(CC)NC(C1=CC(=C(C=C1)N)OC)=O (4-amino-3-methoxybenzoic acid-propylamide hydrochloride), ClC1=NC=C(C(=N1)Cl)C(F)(F)F (2,4-dichloro-5-trifluoromethyl-pyrimidine), C(C)N(C(C)C)C(C)C (ethyldiisopropylamine). Product: COC1=C(C=CC(=C1)C(NCCC)=O)NC1=NC=C(C(=N1)Cl)C(F)(F)F (2-(2-methoxy-4-propylcarbamoyl-phenylamino)-4-chloro-5-trifluoromethyl-pyrimidine). Procedure details: 5 g (21.9 mmol) 2,4-dichloro-5-trifluoromethyl-pyrimidine are dissolved in 50 ml 1,4-dioxane and combined with 5.50 g (21.9 mmol) 4-amino-3-methoxybenzoic acid-propylamide hydrochloride (Journal of Pharmaceutical Sciences 1989, 78(10), 829-32). 7.50 ml (43.8 mmol) ethyldiisopropylamine are added to this reaction mixture and it is stirred for 2 days at ambient temperature. Then the reaction mixture is diluted with 250 ml of ethyl acetate and washed first of all with 300 ml aqueous 10% KHSO4 solut... As a reaction SMILES: Cl[C:2]1[N:7]=[C:6]([Cl:8])[C:5]([C:9]([F:12])([F:11])[F:10])=[CH:4][N:3]=1.Cl.[CH2:14]([NH:17][C:18](=[O:28])[C:19]1[CH:24]=[CH:23][C:22]([NH2:25])=[C:21]([O:26][CH3:27])[CH:20]=1)[CH2:15][CH3:16].C(N(C(C)C)C(C)C)C>O1CCOCC1.C(OCC)(=O)C>[CH3:27][O:26][C:21]1[CH:20]=[C:19]([C:18](=[O:28])[NH:17][CH2:14][CH2:15][CH3:16])[CH:24]=[CH:23][C:22]=1[NH:25][C:2]1[N:7]=[C:6]([Cl:8])[C:5]([C:9]([F:12])([F:11])[F:10])=[CH:4][N:3]=1 |f:1.2|. Conditions: time 2 day. The solvent is C(C)(=O)OCC (ethyl acetate), O1CCOCC1 (1,4-dioxane).